This data is from the Open Reaction Database (ORD), a public repository of structured organic reaction records. The task is: describe an organic reaction: reactants, conditions, products, and yield The reactants are COC1=CC=C(C=C1)NC(CN(C(CN1C(C=2C(C1=O)=CC=CC2)=O)=O)C2=CC=CC=C2)=O (N-(4-methoxyphenyl)-2-(N-phenyl-2-phthalimidoacetamido)acetamide), O.NN (hydrazine hydrate), CC=1C=C(C=CC1)N=C=O (3-methylphenyl isocyanate). Product: COC1=CC=C(C=C1)NC(CN(C(CNC(=O)NC1=CC(=CC=C1)C)=O)C1=CC=CC=C1)=O (N-(4-methoxyphenyl)-2-{2-[3-(3-methylphenyl)ureido]-N-phenylacetamido}acetamide). The yield is 9.9%. RXN SMILES: [CH3:1][O:2][C:3]1[CH:8]=[CH:7][C:6]([NH:9][C:10](=[O:33])[CH2:11][N:12]([C:27]2[CH:32]=[CH:31][CH:30]=[CH:29][CH:28]=2)[C:13](=[O:26])[CH2:14][N:15]2C(=O)C3=CC=CC=C3[C:16]2=[O:25])=[CH:5][CH:4]=1.O.NN.[CH3:37][C:38]1[CH:39]=[C:40]([N:44]=C=O)[CH:41]=[CH:42][CH:43]=1>>[CH3:1][O:2][C:3]1[CH:4]=[CH:5][C:6]([NH:9][C:10](=[O:33])[CH2:11][N:12]([C:27]2[CH:28]=[CH:29][CH:30]=[CH:31][CH:32]=2)[C:13](=[O:26])[CH2:14][NH:15][C:16]([NH:44][C:40]2[CH:41]=[CH:42][CH:43]=[C:38]([CH3:37])[CH:39]=2)=[O:25])=[CH:7][CH:8]=1 |f:1.2|. Procedure: The procedure is analogous to that described in Example 23, but 1.2 g of N-(4-methoxyphenyl)-2-(N-phenyl-2-phthalimidoacetamido)acetamide, 0.28 g of hydrazine hydrate and 0.38 g of 3-methylphenyl isocyanate are used as the starting material. The product obtained is purified by chromatography on 25 g of silica (0.065-0.200 mm) contained in a column 1.7 cm in diameter [eluent: methylene chloride/ethyl acetate (80-20 by volume)], collecting 25 cm3 fractions. Fractions 2 to 7 are combined and concen... Reactants: ClCSC1=CC=CC=C1 (chloromethyl phenylsulfide), O (water), C([O-])([O-])=O.[Cs+].[Cs+] (Cesium carbonate), COC1=C(C=C(C(=O)O)C=C1)C (4-methoxy-3-methyl benzoic acid). The solvent is CN(C)C=O (DMF), CN(C)C=O (DMF). Conditions: temperature 65 celsius, time 20 minute. Yields the product COC1=C(C=C(C(=O)OCSC2=CC=CC=C2)C=C1)C ((Phenylthio)methyl 4-methoxy-3-methylbenzoate). RXN SMILES: C(=O)([O-])[O-].[Cs+].[Cs+].[CH3:7][O:8][C:9]1[CH:17]=[CH:16][C:12]([C:13]([OH:15])=[O:14])=[CH:11][C:10]=1[CH3:18].Cl[CH2:20][S:21][C:22]1[CH:27]=[CH:26][CH:25]=[CH:24][CH:23]=1.O>CN(C=O)C>[CH3:7][O:8][C:9]1[CH:17]=[CH:16][C:12]([C:13]([O:15][CH2:20][S:21][C:22]2[CH:27]=[CH:26][CH:25]=[CH:24][CH:23]=2)=[O:14])=[CH:11][C:10]=1[CH3:18] |f:0.1.2|. Reported procedure: Cesium carbonate (13.00 g, 40.0 mmol) is added to a solution of 4-methoxy-3-methyl benzoic acid (6.65 g, 40.0 mmol) in dry DMF (50 ml) at ambient temperature. The mixture is stirred at 65° C. for 20 minutes and cooled to 0° C., before chloromethyl phenylsulfide (5.76 g, 36 mmol) in dry DMF (10 ml) is added dropwise. Stirring is continued at 0° C. for 30 minutes, then at ambient temperature for 2 hours and finally at 70° C. for 1 hour, before water is added and the product extracted into diethyl ... The reactants are [N-]=C=O (isocyanate), C1(CCCCCN1)=O (ε-caprolactam), C(CO)O (ethylene glycol), ester. Product: C1(\C=C/C(=O)O1)=O (maleic acid anhydride), C(CCCO)O (1,4-butane diol). RXN SMILES: [N-]=[C:2]=[O:3].[C:4]1(=[O:11])NCCC[CH2:6][CH2:5]1.[CH2:12]([OH:15])[CH2:13][OH:14]>>[C:2]1(=[O:3])[O:11][C:4](=[O:14])[CH:5]=[CH:6]1.[CH2:4]([OH:11])[CH2:5][CH2:13][CH2:12][OH:15]. Procedure: This Example demonstrates a new, interesting isocyanate polyaddition and vinyl copolymerization according to the invention using a multicomponent mixture of 1 mol of ε-caprolactam, 0.5 mol of ethylene glycol, and 1 mol of the semi-ester formed from 1 mol of maleic acid anhydride and 1 mol of 1,4-butane diol. The heat effect of the NCO-polyaddition reaction in the presence of radical formers is entirely adequate to initiate substantially quantitative vinyl polymerization or alternating copolymeri... RXN SMILES: [Cl-:1].[Cl-].[Ca+2:3].[NH2:4][C@H:5]([C:12]([OH:14])=[O:13])[CH2:6][C:7]1[N:11]=[CH:10][NH:9][CH:8]=1.[Na+:15].[Cl-]>>[Cl-:1].[Cl-:1].[Ca+2:3].[NH2:4][C@H:5]([C:12]([OH:14])=[O:13])[CH2:6][C:7]1[N:11]=[CH:10][NH:9][CH:8]=1.[Na+:15].[Cl-:1] |f:0.1.2,4.5,6.7.8.9.10.11|. The product is [Cl-].[Cl-].[Ca+2].N[C@@H](CC1=CNC=N1)C(=O)O.[Na+].[Cl-] (CaCl2 Histidine NaCl). Procedure: The performance of the release procedure, using 50 mM CaCl2, 50 mM histidine and 100 mM NaCl is not scale dependent. The FVIII recovery increases with more than 9 times for a batch size of 150 kg. In addition, the resulting FVIII solution could be further concentrated through a capture anion exchanger. The volume reduction factor over the capture step was 165 times and the process time was about 4 h. Conditions: time 4 hour. The reactants are [Cl-].[Cl-].[Ca+2] (CaCl2), N[C@@H](CC1=CNC=N1)C(=O)O (histidine), [Na+].[Cl-] (NaCl). Reactants: BrC=1C=C(C(=O)O)C=CC1 (3-bromobenzoic acid). Yields the product BrC=1C=C(C=CC1)CO (3-Bromobenzenemethanol). Procedure details: To a solution of 50.0 g (0.25 mols, Aldrich) of 3-bromobenzoic acid in 100 ml of dry tetrahydrofuran (THF) cooled to 0° is added slowly 100 ml (1.0M in THF, 100 mmols, Aldrich) of borane-tetrahydrofuran complex. The reaction is stirred at 0° for 1 hour then at room temperature for 18 hours. The reaction is quenched by dropwise addition of water then concentrated in vacuo to remove solvent. The residue is partitioned between diethyl ether and 1M aqueous HCl. The organic layer is separated, washed... As a reaction SMILES: [Br:1][C:2]1[CH:3]=[C:4]([CH:8]=[CH:9][CH:10]=1)[C:5](O)=[O:6]>O1CCCC1>[Br:1][C:2]1[CH:3]=[C:4]([CH2:5][OH:6])[CH:8]=[CH:9][CH:10]=1. Run at time 1 hour. The solvent is O1CCCC1 (tetrahydrofuran). Starting materials: Cc1ccccc1, Cc1cc(N)c(C)c(Cl)c1Oc1ccc(Cl)c2ccccc12, O=C=NC(=O)c1c(F)cccc1F. Yields the product Cc1cc(NC(=O)NC(=O)c2c(F)cccc2F)c(C)c(Cl)c1Oc1ccc(Cl)c2ccccc12. Reaction SMILES: [CH3:36][c:37]1[cH:38][cH:39][cH:40][cH:41][cH:42]1.[Cl:1][c:2]1[c:3]([CH3:22])[c:4]([NH2:5])[cH:6][c:7]([CH3:21])[c:8]1[O:9][c:10]1[cH:11][cH:12][c:13]([Cl:20])[c:14]2[cH:15][cH:16][cH:17][cH:18][c:19]12.[F:23][c:24]1[c:25]([C:26](=[O:27])[N:28]=[C:29]=[O:30])[c:31]([F:35])[cH:32][cH:33][cH:34]1>>[Cl:1][c:2]1[c:3]([CH3:22])[c:4]([NH:5][C:29]([NH:28][C:26]([c:25]2[c:24]([F:23])[cH:34][cH:33][cH:32][c:31]2[F:35])=[O:27])=[O:30])[cH:6][c:7]([CH3:21])[c:8]1[O:9][c:10]1[cH:11][cH:12][c:13]([Cl:20])[c:14]2[cH:15][cH:16][cH:17][cH:18][c:19]12. Reactants: C(C1=CC=CC=C1)NC1=NC=NC2=C1N=C(N=C2N2CCOCC2)Cl (8-benzylamino-2-chloro-4-morpholino-pyrimido-[5,4-d]-pyrimidine), OCCN1CCNCC1 (N-hydroxyethyl-piperazine). Run in O1CCOCC1 (dioxane). Yields the product C(C1=CC=CC=C1)NC1=NC=NC2=C1N=C(N=C2N2CCOCC2)N2CCN(CC2)CCO (8-Benzylamino-2-(N-hydroxyethyl-piperazino)-4-morpholino-pyrimido-[5,4-d]-pyrimidine). RXN SMILES: [CH2:1]([NH:8][C:9]1[C:14]2[N:15]=[C:16](Cl)[N:17]=[C:18]([N:19]3[CH2:24][CH2:23][O:22][CH2:21][CH2:20]3)[C:13]=2[N:12]=[CH:11][N:10]=1)[C:2]1[CH:7]=[CH:6][CH:5]=[CH:4][CH:3]=1.[OH:26][CH2:27][CH2:28][N:29]1[CH2:34][CH2:33][NH:32][CH2:31][CH2:30]1>O1CCOCC1>[CH2:1]([NH:8][C:9]1[C:14]2[N:15]=[C:16]([N:32]3[CH2:33][CH2:34][N:29]([CH2:28][CH2:27][OH:26])[CH2:30][CH2:31]3)[N:17]=[C:18]([N:19]3[CH2:24][CH2:23][O:22][CH2:21][CH2:20]3)[C:13]=2[N:12]=[CH:11][N:10]=1)[C:2]1[CH:7]=[CH:6][CH:5]=[CH:4][CH:3]=1. Procedure details: This compound was prepared analogous to Example 118 from 8-benzylamino-2-chloro-4-morpholino-pyrimido-[5,4-d]-pyrimidine (m.p.: 139°-141° C.) and N-hydroxyethyl-piperazine in dioxane at 70° C. Reactants: Cl.CN(CCCN=C=NCC)C (1-(3-Dimethylaminopropyl)-3-ethylcarbodiimide hydrochloride), C(C)OC(=O)C1C(CCC1)NCC1CCC1 (2-(Cyclobutylmethyl-amino)-cyclopentanecarboxylic acid ethyl ester), CS(=O)(=O)NC1=CC2=C(NC(=NS2(=O)=O)CC(=O)O)C=C1 ((7-Methanesulfonylamino-1,1-dioxo-1,4-dihydro-1λ6-benzo[1,2,4]thiadiazin-3-yl)-acetic acid), CN1CCOCC1 (N-methylmorpholine), [O-]CC.[Na+] (sodium ethoxide). Run in C(C)O (ethanol), CN(C=O)C (N,N-dimethylformamide), C(C)O (ethanol). The product is C1(CCC1)CN1C(C(=C([C@@H]2CCC[C@H]12)O)C1=NS(C2=C(N1)C=CC(=C2)NS(=O)(=O)C)(=O)=O)=O (cis-N-[3-(1-cyclobutylmethyl-4-hydroxy-2-oxo-2,4a,5,6,7,7a-hexahydro-1H-[1]pyrindin-3-yl)-1,1-dioxo-1,4-dihydro-1λ6-benzo[1,2,4]thiadiazin-7-yl]-methanesulfonamide). Yield: 29.2%. Reaction SMILES: C(O[C:4]([CH:6]1[CH2:10][CH2:9][CH2:8][CH:7]1[NH:11][CH2:12][CH:13]1[CH2:16][CH2:15][CH2:14]1)=[O:5])C.[CH3:17][S:18]([NH:21][C:22]1[CH:37]=[CH:36][C:25]2[NH:26][C:27]([CH2:32][C:33](O)=[O:34])=[N:28][S:29](=[O:31])(=[O:30])[C:24]=2[CH:23]=1)(=[O:20])=[O:19].CN1CCOCC1.Cl.CN(C)CCCN=C=NCC.[O-]CC.[Na+]>CN(C)C=O.C(O)C>[CH:13]1([CH2:12][N:11]2[C@@H:7]3[C@@H:6]([CH2:10][CH2:9][CH2:8]3)[C:4]([OH:5])=[C:32]([C:27]3[NH:26][C:25]4[CH:36]=[CH:37][C:22]([NH:21][S:18]([CH3:17])(=[O:20])=[O:19])=[CH:23][C:24]=4[S:29](=[O:30])(=[O:31])[N:28]=3)[C:33]2=[O:34])[CH2:14][CH2:15][CH2:16]1 |f:3.4,5.6|. Procedure: 2-(Cyclobutylmethyl-amino)-cyclopentanecarboxylic acid ethyl ester (0.22 g, 0.96 mmol) was dissolved in anhydrous N,N-dimethylformamide (10 mL). (7-Methanesulfonylamino-1,1-dioxo-1,4-dihydro-1λ6-benzo[1,2,4]thiadiazin-3-yl)-acetic acid (prepared as described in Example 1j, 0.32 g, 0.96 mmol) was added followed by N-methylmorpholine (0.22 mL, 2.02 mmol). The mixture was stirred until everything dissolved, approximately 5 min. 1-(3-Dimethylaminopropyl)-3-ethylcarbodiimide hydrochloride (0.19 g, 1....